Task: describe an organic reaction: reactants, conditions, products, and yield. Dataset: the Open Reaction Database (ORD), a public repository of structured organic reaction records The reactants are C=C(C)C (isobutene), S(O)(O)(=O)=O (sulphuric acid), C(Cl)(Cl)Cl.C(=O)=O (CHCl3 dry ice), Br[C@@H](C(=O)O)CC(C)C ((2R)-2-bromo-4-methylpentanoic acid). The solvent is ClCCl (dichloromethane). Yields the product C(C)(C)(C)OC([C@@H](CC(C)C)Br)=O ((2R)-2-bromo-4-methylpentanoic acid t-butyl ester). As a reaction SMILES: [CH2:1]=[C:2]([CH3:4])[CH3:3].C(Cl)(Cl)Cl.C(=O)=O.[Br:12][C@H:13]([CH2:17][CH:18]([CH3:20])[CH3:19])[C:14]([OH:16])=[O:15].S(=O)(=O)(O)O>ClCCl>[C:2]([O:16][C:14](=[O:15])[C@H:13]([Br:12])[CH2:17][CH:18]([CH3:20])[CH3:19])([CH3:4])([CH3:3])[CH3:1] |f:1.2|. Procedure details: Into dichloromethane (80 mL) was condensed isobutene to double the volume (at -50° C. CHCl3 /dry ice). To this solution was added (2R)-2-bromo-4-methylpentanoic acid (28 g, 143.6 mmol) and maintaining the temperature between -400 and -50° C. concentrated sulphuric acid (1 mL) was added dropwise. The reaction was then allowed to warm to room temperature over 20 hours. The solution was then concentrated before adding additional methylene chloride (300 mL) which was subsequently washed with saturat... Starting materials: Nc1cnc(Br)c(Cl)n1, CCOC(C)=O, [Cu]I, N#C[K], C1COCCOCCOCCOCCOCCO1, CN(C)C=O, c1ccc(P(c2ccccc2)(c2ccccc2)[Pd](P(c2ccccc2)(c2ccccc2)c2ccccc2)(P(c2ccccc2)(c2ccccc2)c2ccccc2)P(c2ccccc2)(c2ccccc2)c2ccccc2)cc1. The product is N#Cc1ncc(N)nc1Cl. RXN SMILES: [Br:1][c:2]1[n:3][cH:4][c:5]([NH2:9])[n:6][c:7]1[Cl:8].[CH3:36][CH2:37][O:38][C:39]([CH3:40])=[O:41].[Cu:42][I:43].[K:28][C:29]#[N:30].[O:10]1[CH2:11][CH2:12][O:13][CH2:14][CH2:15][O:16][CH2:17][CH2:18][O:19][CH2:20][CH2:21][O:22][CH2:23][CH2:24][O:25][CH2:26][CH2:27]1.[O:31]=[CH:32][N:33]([CH3:34])[CH3:35].[cH:44]1[cH:45][cH:46][c:47]([P:48]([Pd:49]([P:50]([c:51]2[cH:52][cH:53][cH:54][cH:55][cH:56]2)([c:57]2[cH:58][cH:59][cH:60][cH:61][cH:62]2)[c:63]2[cH:64][cH:65][cH:66][cH:67][cH:68]2)([P:69]([c:70]2[cH:71][cH:72][cH:73][cH:74][cH:75]2)([c:76]2[cH:77][cH:78][cH:79][cH:80][cH:81]2)[c:82]2[cH:83][cH:84][cH:85][cH:86][cH:87]2)[P:88]([c:89]2[cH:90][cH:91][cH:92][cH:93][cH:94]2)([c:95]2[cH:96][cH:97][cH:98][cH:99][cH:100]2)[c:101]2[cH:102][cH:103][cH:104][cH:105][cH:106]2)([c:107]2[cH:108][cH:109][cH:110][cH:111][cH:112]2)[c:113]2[cH:114][cH:115][cH:116][cH:117][cH:118]2)[cH:119][cH:120]1>>[c:2]1([C:29]#[N:30])[n:3][cH:4][c:5]([NH2:9])[n:6][c:7]1[Cl:8].